This data is from the Open Reaction Database (ORD), a public repository of structured organic reaction records. The task is: describe an organic reaction: reactants, conditions, products, and yield Reactants: C(C)(C)(C)NC(=O)C1=C(C=C(C=C1)C1=CC=CC=C1)C(CCC)O ((N-tert-butyl)-3-(1-hydroxybutyl)-4-biphenylcarboxamide). Reagents/catalysts: [Pd] (palladium on carbon). Run in CCO (EtOH). Run at time 48 hour. The product is C(C)(C)(C)NC(=O)C1=C(C=C(C=C1)C1=CC=CC=C1)CCCC ((N-tert-butyl)-3-butyl-4-biphenylcarboxamide). RXN SMILES: [C:1]([NH:5][C:6]([C:8]1[CH:13]=[CH:12][C:11]([C:14]2[CH:19]=[CH:18][CH:17]=[CH:16][CH:15]=2)=[CH:10][C:9]=1[CH:20](O)[CH2:21][CH2:22][CH3:23])=[O:7])([CH3:4])([CH3:3])[CH3:2]>[Pd].CCO>[C:1]([NH:5][C:6]([C:8]1[CH:13]=[CH:12][C:11]([C:14]2[CH:19]=[CH:18][CH:17]=[CH:16][CH:15]=2)=[CH:10][C:9]=1[CH2:20][CH2:21][CH2:22][CH3:23])=[O:7])([CH3:4])([CH3:3])[CH3:2]. Procedure: To 500 mL Parr flask was added (N-tert-butyl)-3-(1-hydroxybutyl)-4-biphenylcarboxamide (3.50 g, 10.75 mmol), abs EtOH (125 mL) and 10% palladium on carbon (3.50 g). This mixture was hyrogenolyzed at 60 psig and ambient temperature for 48 h. The catalyst was removed by filtration on a celite pad and the solvent was removed in vacuo. This material was chromatographed on silica gel using 10% EtOAc in hexane as eluant to afford the title compound as a white crystalline solid. The reactants are C(C)OC(C[C@H](C(=O)NC=1C=NC=CC1)NC(=O)OC(C)(C)C)=O (N-(3-pyridyl)-3(R)-(tert-butoxycarbonylamino)succinamic acid ethyl ester). The reagents and catalysts are O=[Pt]=O (PtO2). Solvent: C(C)(=O)O (acetic acid). Conditions: time 6 hour. Yields the product C(C)OC(C[C@H](C(=O)NC1CNCCC1)NC(=O)OC(C)(C)C)=O (N-(3-piperidyl)-3(R)-(tert-butoxycarbonylamino)succinamic acid ethyl ester). Yield: 80.8%. RXN SMILES: [CH2:1]([O:3][C:4](=[O:24])[CH2:5][C@@H:6]([NH:16][C:17]([O:19][C:20]([CH3:23])([CH3:22])[CH3:21])=[O:18])[C:7]([NH:9][C:10]1[CH:11]=[N:12][CH:13]=[CH:14][CH:15]=1)=[O:8])[CH3:2]>C(O)(=O)C.O=[Pt]=O>[CH2:1]([O:3][C:4](=[O:24])[CH2:5][C@@H:6]([NH:16][C:17]([O:19][C:20]([CH3:23])([CH3:22])[CH3:21])=[O:18])[C:7]([NH:9][CH:10]1[CH2:15][CH2:14][CH2:13][NH:12][CH2:11]1)=[O:8])[CH3:2]. Procedure details: A mixture of N-(3-pyridyl)-3(R)-(tert-butoxycarbonylamino)succinamic acid ethyl ester (0.62 g) and PtO2 (0.06 g) in acetic acid (12 ml) was hydrogenated. at atmospheric pressure for 6 hours. After the catalyst was removed by filtration, the filtrate was concentrated in vacuo. The residue was dissolved in water. The solution was adjusted to pH 10 with saturated aqueous potassium carbonate solution, and extracted with ethyl acetate. The extract was washed with water and brine, and dried over MgSO4...